Dataset: the Open Reaction Database (ORD), a public repository of structured organic reaction records. Task: describe an organic reaction: reactants, conditions, products, and yield The reactants are O[C@H](C(=O)N1CCOCC1)[C@H](C(=O)O)CCCC1=CC=CC=C1 ((R)-2-((S)-1-Hydroxy-2-morpholin-4-yl-2-oxo-ethyl)-5-phenyl-pentanoic acid), COC([C@H](CCCC1=CC=CC=C1)C(C(=O)N1CCOCC1)OC)=O ((R)-2-(1-Methoxy-2-morpholin-4-yl-2-oxo-ethyl)-5-phenyl-pentanoic acid methyl ester). The product is COC(C(=O)N1CCOCC1)[C@H](C(=O)O)CCCC1=CC=CC=C1 ((R)-2-(1-Methoxy-2-morpholin-4-yl-2-oxo-ethyl)-5-phenyl-pentanoic acid). RXN SMILES: O[C@@H]([C@@H](CCCC1C=CC=CC=1)C(O)=O)C(N1CCOCC1)=O.C[O:25][C:26](=[O:48])[C@@H:27]([CH:37]([O:46][CH3:47])[C:38]([N:40]1[CH2:45][CH2:44][O:43][CH2:42][CH2:41]1)=[O:39])[CH2:28][CH2:29][CH2:30][C:31]1[CH:36]=[CH:35][CH:34]=[CH:33][CH:32]=1>>[CH3:47][O:46][CH:37]([C@@H:27]([CH2:28][CH2:29][CH2:30][C:31]1[CH:32]=[CH:33][CH:34]=[CH:35][CH:36]=1)[C:26]([OH:48])=[O:25])[C:38]([N:40]1[CH2:45][CH2:44][O:43][CH2:42][CH2:41]1)=[O:39]. Procedure details: It is similarly prepared according to the procedure of (22), but using (R)-2-(1-Methoxy-2-morpholin-4-yl-2-oxo-ethyl)-5-phenyl-pentanoic acid methyl ester (6b). Reactants: O=C([O-])[O-], ClCCl, Cl, [Na+], [Na+], O, Cc1ccc(S(=O)(=O)O)cc1, Cc1ccccc1C, COc1ccc(C(Sc2c(N)ccc3ccccc23)C(O)C(=O)OC2CCCCC2c2ccccc2)cc1. Yields the product COc1ccc(C2Sc3c(ccc4ccccc34)NC(=O)C2O)cc1. As a reaction SMILES: [C:1](=[O:2])([O-:3])[O-:4].[CH2:46]([Cl:47])[Cl:48].[ClH:7].[Na+:5].[Na+:6].[OH2:49].[c:50]1([CH3:51])[cH:52][cH:53][c:54]([S:55]([OH:56])(=[O:57])=[O:58])[cH:59][cH:60]1.[c:61]1([CH3:62])[c:63]([CH3:64])[cH:65][cH:66][cH:67][cH:68]1.[c:8]1([CH:9]2[CH2:10][CH2:11][CH2:12][CH2:13][CH:14]2[O:20][C:21](=[O:15])[CH:22]([CH:23]([c:24]2[cH:25][cH:26][c:27]([O:30][CH3:31])[cH:28][cH:29]2)[S:32][c:33]2[c:34]([NH2:43])[cH:35][cH:36][c:37]3[cH:38][cH:39][cH:40][cH:41][c:42]23)[OH:44])[cH:16][cH:17][cH:18][cH:19][cH:45]1>>[O:20]=[C:21]1[CH:22]([OH:44])[CH:23]([c:24]2[cH:25][cH:26][c:27]([O:30][CH3:31])[cH:28][cH:29]2)[S:32][c:33]2[c:34]([cH:35][cH:36][c:37]3[cH:38][cH:39][cH:40][cH:41][c:42]23)[NH:43]1. Starting materials: COC(=O)c1nn2c(c1OCc1ccccc1)C(=O)NCC2, Fc1ccc(CBr)cc1, [H-], [Na+], CN(C)C=O. The product is COC(=O)c1nn2c(c1OCc1ccccc1)C(=O)N(Cc1ccc(F)cc1)CC2. RXN SMILES: [CH2:1]([c:2]1[cH:3][cH:4][cH:5][cH:6][cH:7]1)[O:8][c:9]1[c:10]([C:19](=[O:20])[O:21][CH3:22])[n:11][n:12]2[c:13]1[C:14](=[O:18])[NH:15][CH2:16][CH2:17]2.[F:25][c:26]1[cH:27][cH:28][c:29]([CH2:30][Br:31])[cH:32][cH:33]1.[H-:24].[Na+:23].[O:34]=[CH:35][N:36]([CH3:37])[CH3:38]>>[CH2:1]([c:2]1[cH:3][cH:4][cH:5][cH:6][cH:7]1)[O:8][c:9]1[c:10]([C:19](=[O:20])[O:21][CH3:22])[n:11][n:12]2[c:13]1[C:14](=[O:18])[N:15]([CH2:30][c:29]1[cH:28][cH:27][c:26]([F:25])[cH:33][cH:32]1)[CH2:16][CH2:17]2. Product: CC(C)(C)c1cc2cc(NC(=O)C3(c4ccc5c(c4)OCO5)CC3)cc(C(N)=O)c2[nH]1. Reaction SMILES: [CH3:35][OH:36].[Na+:34].[O:1]1[CH2:2][O:3][c:4]2[c:5]1[cH:6][cH:7][c:8]([C:10]1([C:13](=[O:14])[NH:15][c:16]3[cH:17][c:18]4[cH:19][c:20]([C:27]([CH3:28])([CH3:29])[CH3:30])[nH:21][c:22]4[c:23]([C:25]#[N:26])[cH:24]3)[CH2:11][CH2:12]1)[cH:9]2.[OH-:33].[OH:31][OH:32]>>[O:1]1[CH2:2][O:3][c:4]2[c:5]1[cH:6][cH:7][c:8]([C:10]1([C:13](=[O:14])[NH:15][c:16]3[cH:17][c:18]4[cH:19][c:20]([C:27]([CH3:28])([CH3:29])[CH3:30])[nH:21][c:22]4[c:23]([C:25]([NH2:26])=[O:31])[cH:24]3)[CH2:11][CH2:12]1)[cH:9]2. Reactants: CO, [Na+], CC(C)(C)c1cc2cc(NC(=O)C3(c4ccc5c(c4)OCO5)CC3)cc(C#N)c2[nH]1, [OH-], OO. Starting materials: NC1=C(C(=NN1)CC#N)C#N (5-amino-4-cyano-3-cyanomethyl pyrazole), CN(C=CC(=O)C1=CC(=CC=C1)C(F)(F)F)C (3-dimethylamino-3'-trifluoromethylacrylophenone). Run in C(C)(=O)O (acetic acid). The product is C(#N)C=1C(=NN2C1N=CC=C2C=2C=C(C=CC2)C(F)(F)F)CC#N (3-Cyano-7-(α,α,α-trifluoro-m-tolyl)pyrazolo[1,5-a]pyrimidine-2-acetonitrile). As a reaction SMILES: [NH2:1][C:2]1[NH:6][N:5]=[C:4]([CH2:7][C:8]#[N:9])[C:3]=1[C:10]#[N:11].CN(C)[CH:14]=[CH:15][C:16]([C:18]1[CH:23]=[CH:22][CH:21]=[C:20]([C:24]([F:27])([F:26])[F:25])[CH:19]=1)=O>C(O)(=O)C>[C:10]([C:3]1[C:4]([CH2:7][C:8]#[N:9])=[N:5][N:6]2[C:16]([C:18]3[CH:19]=[C:20]([C:24]([F:25])([F:26])[F:27])[CH:21]=[CH:22][CH:23]=3)=[CH:15][CH:14]=[N:1][C:2]=12)#[N:11]. Procedure: A mixture of 2.94 g. of 5-amino-4-cyano-3-cyanomethyl pyrazole and 4.86 g. of 3-dimethylamino-3'-trifluoromethylacrylophenone in 25 ml. of glacial acetic acid is refluxed for 16 hours. The reaction mixture is evaporated to dryness and then extracted with methylene chloride. This solution is washed with a saturated sodium bicarbonate solution and dried with sodium sulfate. After passage of this solution through a short column of hydrous magnesium silicate, the effluent from this column is refluxe... Reactants: N1C(=CC=C1)C(=O)ON1C(CCC1=O)=O (1-[(1H-pyrrol-2-ylcarbonyl)oxy]pyrrolidine-2,5-dione), COC1=C(CNCC#C)C=CC(=C1)OC (N-(2,4-dimethoxybenzyl)prop-2-yn-1-amine), C(=O)(O)[O-].[Na+] (NaHCO3). Run in CC#N (CH3CN), O (H2O). Yields the product COC1=C(CN(C(=O)C=2NC=CC2)CC#C)C=CC(=C1)OC (N-(2,4-dimethoxybenzyl)-N-prop-2-yn-1-yl-1H-pyrrole-2-carboxamide). RXN SMILES: [NH:1]1[CH:5]=[CH:4][CH:3]=[C:2]1[C:6]([O:8]N1C(=O)CCC1=O)=O.[CH3:16][O:17][C:18]1[CH:28]=[C:27]([O:29][CH3:30])[CH:26]=[CH:25][C:19]=1[CH2:20][NH:21][CH2:22][C:23]#[CH:24].C([O-])(O)=O.[Na+]>CC#N.O>[CH3:16][O:17][C:18]1[CH:28]=[C:27]([O:29][CH3:30])[CH:26]=[CH:25][C:19]=1[CH2:20][N:21]([CH2:22][C:23]#[CH:24])[C:6]([C:2]1[NH:1][CH:5]=[CH:4][CH:3]=1)=[O:8] |f:2.3|. Procedure details: A solution of 1-[(1H-pyrrol-2-ylcarbonyl)oxy]pyrrolidine-2,5-dione (1 eq), N-(2,4-dimethoxybenzyl)prop-2-yn-1-amine (1.05 eq) and NaHCO3 (1 eq) in a mixture of CH3CN and H2O (20:1) was heated at reflux for 12 hrs and then the MeCN was removed under reduced pressure. The resulting residue was partitioned between DCM and sat. aq. NaHCO3 solution. The organic phase was dried (Na2SO4), filtered, concentrated under reduced pressure and the resulting brown oil was purified by Biotage system eluting wi... Starting materials: BrC1=CC=C(C=C1)C(CC(=O)C1=CC(=NC=C1)C)C1=NC=CC=C1C (3-(4-bromo-phenyl)-3-(3-methyl-pyridin-2-yl)-1-(2-methyl-pyridin-4-yl)-propan-1-one), Cl.NO (hydroxylamine hydrochloride), C(=O)(O)[O-].[Na+] (NaHCO3). The product is BrC1=CC=C(C=C1)C(C\C(=N/O)\C1=CC(=NC=C1)C)C1=NC=CC=C1C ((E)-3-(4-Bromo-phenyl)-3-(3-methyl-pyridin-2-yl)-1-(2-methyl-pyridin-4-yl)-propan-1-one oxime). Reaction SMILES: [Br:1][C:2]1[CH:7]=[CH:6][C:5]([CH:8]([C:19]2[C:24]([CH3:25])=[CH:23][CH:22]=[CH:21][N:20]=2)[CH2:9][C:10]([C:12]2[CH:17]=[CH:16][N:15]=[C:14]([CH3:18])[CH:13]=2)=O)=[CH:4][CH:3]=1.Cl.[NH2:27][OH:28].C([O-])(O)=O.[Na+]>>[Br:1][C:2]1[CH:7]=[CH:6][C:5]([CH:8]([C:19]2[C:24]([CH3:25])=[CH:23][CH:22]=[CH:21][N:20]=2)[CH2:9]/[C:10](/[C:12]2[CH:17]=[CH:16][N:15]=[C:14]([CH3:18])[CH:13]=2)=[N:27]\[OH:28])=[CH:4][CH:3]=1 |f:1.2,3.4|. Reported procedure: In analogy to example 74, step 7, from 3-(4-bromo-phenyl)-3-(3-methyl-pyridin-2-yl)-1-(2-methyl-pyridin-4-yl)-propan-1-one and hydroxylamine hydrochloride in the presence of NaHCO3 was prepared the title compound which contains less than 6% of the Z isomer as a colorless oil, MS (ESI+): m/z=410.0872 ([M+H]+, 1Br). Reactants: C(Cl)(Cl)(Cl)Cl (carbon tetrachloride), [Cl-].[Al+3].[Cl-].[Cl-] (aluminum chloride), BrC1=CC(=C(C=C1)F)F (1-bromo-3,4-difluorobenzene). The product is BrC1=C(C=C(C(=C1)F)F)C(Cl)(Cl)Cl (2-bromo-4,5-difluorobenzotrichloride). The yield is 68.0%. Reaction SMILES: [C:1]([Cl:5])(Cl)([Cl:3])[Cl:2].[Cl-].[Al+3].[Cl-].[Cl-].[Br:10][C:11]1[CH:16]=[CH:15][C:14]([F:17])=[C:13]([F:18])[CH:12]=1>>[Br:10][C:11]1[CH:12]=[C:13]([F:18])[C:14]([F:17])=[CH:15][C:16]=1[C:1]([Cl:5])([Cl:3])[Cl:2] |f:1.2.3.4|. Procedure: Into a 200 ml four-necked flask equipped with a stirrer, a reflux condenser, a thermometer and a dropping funnel, 97 ml (1 mol) of carbon tetrachloride and 26.7 g (0.2 mol) of aluminum chloride were charged, and 19.3 g (0.1 mol) of 1-bromo-3,4-difluorobenzene was dropwise added under reflux. Thereafter, the mixture was reacted for 30 minutes. The reaction mixture was treated in the same manner as in Example 1 to obtain 21.1 g (yield: 68.1%) of 2-bromo-4,5-difluorobenzotrichloride.